Task: describe an organic reaction: reactants, conditions, products, and yield. Dataset: the Open Reaction Database (ORD), a public repository of structured organic reaction records The reactants are N1=C(C=CC2=CC=CC=C12)COC1=CC=C(OCCCC#N)C=C1 (4-[4-(2-quinolylmethyloxy)phenoxy]butyronitrile), [N-]=[N+]=[N-].[Na+] (sodium azide), [Cl-].[NH4+] (ammonium chloride), [OH-].[Na+] (sodium hydroxide). Solvent: CN(C=O)C (dimethylformamide). Product: N1=C(C=CC2=CC=CC=C12)COC1=CC=C(OCCCC2=NN=NN2)C=C1 (5-[3-(4-(2-Quinolylmethyloxy)Phenoxy)Propyl]Tetrazole). Yield: 46.2%. As a reaction SMILES: [N:1]1[C:10]2[C:5](=[CH:6][CH:7]=[CH:8][CH:9]=2)[CH:4]=[CH:3][C:2]=1[CH2:11][O:12][C:13]1[CH:24]=[CH:23][C:16]([O:17][CH2:18][CH2:19][CH2:20][C:21]#[N:22])=[CH:15][CH:14]=1.[N-:25]=[N+:26]=[N-:27].[Na+].[Cl-].[NH4+].[OH-].[Na+]>CN(C)C=O>[N:1]1[C:10]2[C:5](=[CH:6][CH:7]=[CH:8][CH:9]=2)[CH:4]=[CH:3][C:2]=1[CH2:11][O:12][C:13]1[CH:24]=[CH:23][C:16]([O:17][CH2:18][CH2:19][CH2:20][C:21]2[NH:27][N:26]=[N:25][N:22]=2)=[CH:15][CH:14]=1 |f:1.2,3.4,5.6|. Procedure: A mixture of 8.0 g of 4-[4-(2-quinolylmethyloxy)phenoxy]butyronitrile, 4.9 g of sodium azide and 4.0 g of ammonium chloride is heated with 25 ml of dry dimethylformamide at 140° C. for 20 hours. The reaction mixture is poured into ice, basified with 1N sodium hydroxide and extracted 2 times with warm ethyl acetate. The aqueous fraction is acidified with acetic acid. The product is filtered and washed with water to give 6.6 g of crude product. Crystallization from ethyl acetate gives 4.2 g of the... Starting materials: Br.ClC1=C(C=C(C=C1)C1(N(C(SC1)=NC)C)O)S(=O)(=O)Cl (4-(4-chloro-3-chlorosulfonylphenyl)-3-methyl-2-methylimino-1,3-thiazolidine-4-ol-hydrobromide), N1=C(C=CC=C1)CN (2-picolyl amine). Run in C(C)N(CC)CC (triethyl amine). Product: ClC1=C(C=C(C=C1)C1(N(C(SC1)=NC)C)O)S(NCC1=NC=CC=C1)(=O)=O (4-[4-Chloro-3-(2-picolylsulfamoyl)-phenyl]-3-methyl-2-methylimino-1,3-thiazolidine-4-ol). Reaction SMILES: Br.[Cl:2][C:3]1[CH:8]=[CH:7][C:6]([C:9]2([OH:17])[CH2:13][S:12][C:11](=[N:14][CH3:15])[N:10]2[CH3:16])=[CH:5][C:4]=1[S:18](Cl)(=[O:20])=[O:19].[N:22]1[CH:27]=[CH:26][CH:25]=[CH:24][C:23]=1[CH2:28][NH2:29]>C(N(CC)CC)C>[Cl:2][C:3]1[CH:8]=[CH:7][C:6]([C:9]2([OH:17])[CH2:13][S:12][C:11](=[N:14][CH3:15])[N:10]2[CH3:16])=[CH:5][C:4]=1[S:18](=[O:20])(=[O:19])[NH:29][CH2:28][C:23]1[CH:24]=[CH:25][CH:26]=[CH:27][N:22]=1 |f:0.1|. Procedure: 8.8 g of 4-(4-chloro-3-chlorosulfonylphenyl)-3-methyl-2-methylimino-1,3-thiazolidine-4-ol-hydrobromide were reacted with 3.0 g of 2-picolyl amine and 5 g of triethyl amine as prescribed in Example 76 and the end product precipitating as crystals was filtered off. Melting point: 166° C (decomposition). Starting materials: C1CCOC1, CC1(C)CC(n2cncc2C=O)c2ccccc21. Product: C=Cc1cncn1C1CC(C)(C)c2ccccc21. As a reaction SMILES: [CH2:19]1[O:20][CH2:21][CH2:22][CH2:23]1.[CH3:1][C:2]1([CH3:18])[CH2:3][CH:4]([n:11]2[cH:12][n:13][cH:14][c:15]2[CH:16]=[O:17])[c:5]2[cH:6][cH:7][cH:8][cH:9][c:10]21>>[CH3:1][C:2]1([CH3:18])[CH2:3][CH:4]([n:11]2[cH:12][n:13][cH:14][c:15]2[CH:16]=[CH2:19])[c:5]2[cH:6][cH:7][cH:8][cH:9][c:10]21.